From a dataset of the Open Reaction Database (ORD), a public repository of structured organic reaction records. describe an organic reaction: reactants, conditions, products, and yield Reactants: BrC=1C=C(C=CC1)C(CC(=NO)C1=CC=NC=C1)C1=C(C=CC=C1)C (3-(3-Bromo-phenyl)-1-pyridin-4-yl-3-o-tolyl-propan-1-one oxime), CS(=O)(=O)C1=CC=C(C=C1)B(O)O ((4-methylsulfonylphenyl)boronic acid). The product is CS(=O)(=O)C1=CC=C(C=C1)C1=CC(=CC=C1)C(CC(=NO)C1=CC=NC=C1)C1=C(C=CC=C1)C (3-(4′-Methanesulfonyl-biphenyl-3-yl)-1-pyridin-4-yl-3-o-tolyl-propan-1-one oxime). RXN SMILES: Br[C:2]1[CH:3]=[C:4]([CH:8]([C:19]2[CH:24]=[CH:23][CH:22]=[CH:21][C:20]=2[CH3:25])[CH2:9][C:10]([C:13]2[CH:18]=[CH:17][N:16]=[CH:15][CH:14]=2)=[N:11][OH:12])[CH:5]=[CH:6][CH:7]=1.[CH3:26][S:27]([C:30]1[CH:35]=[CH:34][C:33](B(O)O)=[CH:32][CH:31]=1)(=[O:29])=[O:28]>>[CH3:26][S:27]([C:30]1[CH:35]=[CH:34][C:33]([C:6]2[CH:7]=[CH:2][CH:3]=[C:4]([CH:8]([C:19]3[CH:24]=[CH:23][CH:22]=[CH:21][C:20]=3[CH3:25])[CH2:9][C:10]([C:13]3[CH:14]=[CH:15][N:16]=[CH:17][CH:18]=3)=[N:11][OH:12])[CH:5]=2)=[CH:32][CH:31]=1)(=[O:29])=[O:28]. Procedure details: In analogy to example 22, from 3-(3-bromo-phenyl)-1-pyridin-4-yl-3-o-tolyl-propan-1-one oxime (example 11) and (4-methylsulfonylphenyl)boronic acid was prepared the title compound as a mixture of E and Z isomers (3:1) as a yellow oil, MS (ESI+): m/z=471.1 ([M+H]+). The reactants are C(=O)NC=1SC=C(N1)C(C(=O)O)=NOCCN=[N+]=[N-] (2-(2-Formamidothiazol-4-yl)-2-(2-azidoethoxyimino)acetic acid), P(=O)(Cl)(Cl)Cl (phosphoryl chloride), NC1[C@@H]2N(C(=C(CS2)CSC=2SC=NN2)C(=O)O)C1=O (7-amino-3-(1,3,4-thiadiazol-2-yl)thiomethyl-3-cephem-4-carboxylic acid), C[Si](C)(C)CC(=O)N (trimethylsilylacetamide), resultant solution. The solvent is C(C)(=O)OCC (ethyl acetate), CN(C=O)C (N,N-dimethylformamide), C(C)(=O)OCC (ethyl acetate), O (water). The product is C(=O)NC=1SC=C(N1)C(C(=O)NC1[C@@H]2N(C(=C(CS2)CSC=2SC=NN2)C(=O)O)C1=O)=NOCCN=[N+]=[N-] (7-[2-(2-formamidothiazol-4-yl)-2-(2-azidoethoxyimino)acetamido]-3-(1,3,4-thiadiazol-2-yl)thiomethyl-3-cephem-4-carboxylic acid). The yield is 80.8%. RXN SMILES: [CH:1]([NH:3][C:4]1[S:5][CH:6]=[C:7]([C:9](=[N:13][O:14][CH2:15][CH2:16][N:17]=[N+:18]=[N-:19])[C:10]([OH:12])=O)[N:8]=1)=[O:2].P(Cl)(Cl)(Cl)=O.[NH2:25][CH:26]1[C:43](=[O:44])[N:28]2[C:29]([C:40]([OH:42])=[O:41])=[C:30]([CH2:33][S:34][C:35]3[S:36][CH:37]=[N:38][N:39]=3)[CH2:31][S:32][C@H:27]12.C[Si](CC(N)=O)(C)C>C(OCC)(=O)C.O.CN(C)C=O>[CH:1]([NH:3][C:4]1[S:5][CH:6]=[C:7]([C:9](=[N:13][O:14][CH2:15][CH2:16][N:17]=[N+:18]=[N-:19])[C:10]([NH:25][CH:26]2[C:43](=[O:44])[N:28]3[C:29]([C:40]([OH:42])=[O:41])=[C:30]([CH2:33][S:34][C:35]4[S:36][CH:37]=[N:38][N:39]=4)[CH2:31][S:32][C@H:27]23)=[O:12])[N:8]=1)=[O:2]. Procedure details: 2-(2-Formamidothiazol-4-yl)-2-(2-azidoethoxyimino)acetic acid (syn isomer, 0.70 g.), N,N-dimethylformamide (0.21 ml.), phosphoryl chloride (0.4 g.) and ethyl acetate (15.8 ml.) were treated in a similar manner to that of Example 1-(1) to give an activated acid solution. The solution was added to a solution of 7-amino-3-(1,3,4-thiadiazol-2-yl)thiomethyl-3-cephem-4-carboxylic acid (0.74 g.) and trimethylsilylacetamide (2.0 g.) in ethyl acetate (15 ml.) at -10° to -15° C. and stirred at the same te... Starting materials: ClC1=C(C=CC(=C1)CO)C(C(C(F)(F)F)(O)C1=CC(=NC=C1)Cl)C (3-(2-Chloro-4-hydroxymethyl-phenyl)-2-(2-chloro-pyridin-4-yl)-1,1,1-trifluoro-butan-2-ol), COC(=O)C=1C=NC(=NC1)Cl (methyl-2-chloropyrimidine-5-carboxylate). The product is COC(=O)C=1C=NC(=NC1)OCC1=CC(=C(C=C1)C(C(C(F)(F)F)(O)C1=CC(=NC=C1)Cl)C)Cl (2-{3-Chloro-4-[2-(2-chloro-pyridin-4-yl)-3,3,3-trifluoro-2-hydroxy-1-methyl-propyl]-benzyloxy}-pyrimidine-5-carboxylic acid methyl ester). As a reaction SMILES: [Cl:1][C:2]1[CH:7]=[C:6]([CH2:8][OH:9])[CH:5]=[CH:4][C:3]=1[CH:10]([CH3:24])[C:11]([C:17]1[CH:22]=[CH:21][N:20]=[C:19]([Cl:23])[CH:18]=1)([OH:16])[C:12]([F:15])([F:14])[F:13].[CH3:25][O:26][C:27]([C:29]1[CH:30]=[N:31][C:32](Cl)=[N:33][CH:34]=1)=[O:28]>>[CH3:25][O:26][C:27]([C:29]1[CH:30]=[N:31][C:32]([O:9][CH2:8][C:6]2[CH:5]=[CH:4][C:3]([CH:10]([CH3:24])[C:11]([C:17]3[CH:22]=[CH:21][N:20]=[C:19]([Cl:23])[CH:18]=3)([OH:16])[C:12]([F:15])([F:14])[F:13])=[C:2]([Cl:1])[CH:7]=2)=[N:33][CH:34]=1)=[O:28]. Reported procedure: The title compound was prepared in analogy to Example 93, step 7 from 3-(2-chloro-4-hydroxymethyl-phenyl)-2-(2-chloro-pyridin-4-yl)-1,1,1-trifluoro-butan-2-ol (obtained in Example 120, step 1) by alkylation with methyl-2-chloropyrimidine-5-carboxylate [CAS Reg. No. 287714-35-6]. MS (m/e)=516.1 [MH+]. Starting materials: ethyl acetate petroleum ether, C(C1=CC=CC=C1)OC1=CC(=C(C=C1)/C=C/C(=O)OCC)Br (ethyl (2E)-3-[4-(benzyloxy)-2-bromophenyl]prop-2-enoate), Cl (hydrogen chloride), C(CCC)[Sn](C(=C)OCC)(CCCC)CCCC (tributyl(1-ethoxyethenyl)stannane), CN(C=O)C (N,N-dimethylformamide). The reagents and catalysts are Cl[Pd]([P](C1=CC=CC=C1)(C2=CC=CC=C2)C3=CC=CC=C3)([P](C4=CC=CC=C4)(C5=CC=CC=C5)C6=CC=CC=C6)Cl (Pd(PPh3)2Cl2). The solvent is O (H2O). Reaction conditions: temperature 90 celsius, time 8 hour. The product is C(C)(=O)C1=C(C=CC(=C1)OCC1=CC=CC=C1)/C=C/C(=O)OCC (ethyl (2E)-3-[2-acetyl-4-(benzyloxy)phenyl]prop-2-enoate). Yield: 93.8%. Reaction SMILES: [CH2:1]([O:8][C:9]1[CH:14]=[CH:13][C:12](/[CH:15]=[CH:16]/[C:17]([O:19][CH2:20][CH3:21])=[O:18])=[C:11](Br)[CH:10]=1)[C:2]1[CH:7]=[CH:6][CH:5]=[CH:4][CH:3]=1.C([Sn](CCCC)(CCCC)[C:28]([O:30]CC)=[CH2:29])CCC.CN(C)C=O.Cl>O.Cl[Pd](Cl)([P](C1C=CC=CC=1)(C1C=CC=CC=1)C1C=CC=CC=1)[P](C1C=CC=CC=1)(C1C=CC=CC=1)C1C=CC=CC=1>[C:28]([C:11]1[CH:10]=[C:9]([O:8][CH2:1][C:2]2[CH:7]=[CH:6][CH:5]=[CH:4][CH:3]=2)[CH:14]=[CH:13][C:12]=1/[CH:15]=[CH:16]/[C:17]([O:19][CH2:20][CH3:21])=[O:18])(=[O:30])[CH3:29] |^1:50,69|. Procedure details: Into a 100-mL round-bottom flask purged and maintained with an inert atmosphere of nitrogen, was placed ethyl (2E)-3-[4-(benzyloxy)-2-bromophenyl]prop-2-enoate (950 mg, 2.63 mmol, 1.00 equiv), tributyl(1-ethoxyethenyl)stannane (1.434 g, 3.97 mmol, 1.51 equiv), Pd(PPh3)2Cl2 (184.8 mg, 0.26 mmol, 0.1 equiv), N,N-dimethylformamide (15 mL). The resulting solution was stirred overnight at 90° C. in an oil bath. The mixture was cooled to 0° C. before 2N hydrogen chloride (10 mL) was carefully added dr... Reactants: C(C)(=O)OCC (ethyl acetate), C1(=CC=CC=C1)C(CCNC(=O)C=1C(NC(NC1COCCN=[N+]=[N-])=O)C1=CC(=CC=C1)Cl)C1=CC=CC=C1 (6-(2-azidoethoxymethyl)-4-(3-chlorophenyl)-2-oxo-1,2,3,4-tetrahydropyrimidine-5-carboxylic acid (3,3-diphenylpropyl)amide). The reagents and catalysts are [Pd] (palladium/carbon). Run in [H][H] (hydrogen). Yields the product C1(=CC=CC=C1)C(CCNC(=O)C=1C(NC(NC1COCCN)=O)C1=CC(=CC=C1)Cl)C1=CC=CC=C1 (6-(2-aminoethoxymethyl)-4-(3-chlorophenyl)-2-oxo-1,2,3,4-tetrahydropyrimidine-5-carboxylic acid (3,3-diphenylpropyl)amide). As a reaction SMILES: C(OCC)(=O)C.[C:7]1([CH:13]([C:40]2[CH:45]=[CH:44][CH:43]=[CH:42][CH:41]=2)[CH2:14][CH2:15][NH:16][C:17]([C:19]2[CH:20]([C:33]3[CH:38]=[CH:37][CH:36]=[C:35]([Cl:39])[CH:34]=3)[NH:21][C:22](=[O:32])[NH:23][C:24]=2[CH2:25][O:26][CH2:27][CH2:28][N:29]=[N+]=[N-])=[O:18])[CH:12]=[CH:11][CH:10]=[CH:9][CH:8]=1>[H][H].[Pd]>[C:40]1([CH:13]([C:7]2[CH:12]=[CH:11][CH:10]=[CH:9][CH:8]=2)[CH2:14][CH2:15][NH:16][C:17]([C:19]2[CH:20]([C:33]3[CH:38]=[CH:37][CH:36]=[C:35]([Cl:39])[CH:34]=3)[NH:21][C:22](=[O:32])[NH:23][C:24]=2[CH2:25][O:26][CH2:27][CH2:28][NH2:29])=[O:18])[CH:41]=[CH:42][CH:43]=[CH:44][CH:45]=1. Reported procedure: 10 ml of ethyl acetate was added to a mixture of 180 mg (0.330 mmol) of 6-(2-azidoethoxymethyl)-4-(3-chlorophenyl)-2-oxo-1,2,3,4-tetrahydropyrimidine-5-carboxylic acid (3,3-diphenylpropyl)amide and a catalytic amount of 10% palladium/carbon, and they were stirred at room temperature in hydrogen atmosphere under normal pressure overnight. The catalyst was filtered out, and the filtrate was concentrated under reduced pressure. The residue was purified by the basic silica gel chromatography (dichlo... The reactants are C(C)OC(C[N+]#[C-])=O (isocyanoacetic acid ethyl ester), C(C1=CC=CC=C1)C(C=O)=C (2-benzyl-propenal). Reaction SMILES: [CH2:1]([O:3][C:4](=[O:8])[CH2:5][N+:6]#[C-:7])[CH3:2].[CH2:9]([C:16](=[CH2:19])[CH:17]=[O:18])[C:10]1[CH:15]=[CH:14][CH:13]=[CH:12][CH:11]=1>>[CH2:1]([O:3][C:4]([CH:5]1[CH:17]([C:16]([CH2:9][C:10]2[CH:15]=[CH:14][CH:13]=[CH:12][CH:11]=2)=[CH2:19])[O:18][CH:7]=[N:6]1)=[O:8])[CH3:2]. Product: C(C)OC(=O)C1N=COC1C(=C)CC1=CC=CC=C1 (5-(3-phenyl-propen-2-yl)-2-oxazoline-4-carboxylic acid ethyl ester). Procedure details: The starting material is manufactured as follows: By reaction of isocyanoacetic acid ethyl ester with 2-benzyl-propenal in a manner analogous to that described in Example 1 and after purification by column chromatography (silica gel; dichloromethane/ethyl acetate 98:2), 5-(3-phenyl-propen-2-yl)-2-oxazoline-4-carboxylic acid ethyl ester is obtained in the form of a colourless oil, 1H-NMR (CDCl3): 3.33 (s, 2H, CH2); 4.37 (dd, 1H, C(4)--H); 4.87 (s, 1H); 5.07 (dd, 1H, C(5)--H); 5.16 (s, 1H).